Task: describe an organic reaction: reactants, conditions, products, and yield. Dataset: the Open Reaction Database (ORD), a public repository of structured organic reaction records Starting materials: COC(CN)(C)C (2-methoxyisobutylamine), C(C)OC=O (ethylformate). Reagents/catalysts: C1(=CC=C(C=C1)S(=O)(=O)O)C (p-toluenesulphonic acid). The product is C(=O)NCC(C)(C)OC (N-formyl-2-methoxyisobutylamine). Yield: 92.2%. As a reaction SMILES: [CH3:1][O:2][C:3]([CH3:7])([CH3:6])[CH2:4][NH2:5].[CH2:8]([O:10]C=O)C>C1(C)C=CC(S(O)(=O)=O)=CC=1>[CH:8]([NH:5][CH2:4][C:3]([O:2][CH3:1])([CH3:7])[CH3:6])=[O:10]. Reported procedure: To a stirred solution of 2-methoxyisobutylamine (16.4 g, 0.16 mol) and a catalytic amount of p-toluenesulphonic acid (75 mg) at 0° C. was added slowly ethylformate (11.79 g, 12.92 ml, 0.16 mol). After the slightly exothermic reaction ceased, the solution was refluxed for 16 hours, and distilled through a Vigreux column to give 19.36 g (93%) of N-formyl-2-methoxyisobutylamine, bp 74° C./15 mm. The reactants are C(C)(C)(C)OC(=O)N1C[C@H]([C@@H](C1)CN(C(=O)OCC[Si](C)(C)C)C(C)C)CN(C(CC1=CC=CC=C1)=O)C1CC1 ((3R,4S)-3-[(cyclopropyl-phenylacetyl-amino)-methyl]-4-{[isopropyl-(2-trimethylsilanyl-ethoxycarbonyl)-amino]-methyl}-pyrrolidine-1-carboxylic acid tert-butyl ester), O.O.O.[F-].C(CCC)[N+](CCCC)(CCCC)CCCC (tetrabutylammonium fluoride trihydrate). The solvent is CC#N (CH3CN). Run at time 8 hour. Product: C(C)(C)(C)OC(=O)N1C[C@H]([C@@H](C1)CNC(C)C)CN(C(CC1=CC=CC=C1)=O)C1CC1 ((3R,4R)-3-[(Cyclopropyl-phenylacetyl-amino)-methyl]-4-(isopropylamino-methyl)-pyrrolidine-1-carboxylic acid tert-butyl ester). Reaction SMILES: [C:1]([O:5][C:6]([N:8]1[CH2:12][C@@H:11]([CH2:13][N:14]([CH:24]([CH3:26])[CH3:25])C(OCC[Si](C)(C)C)=O)[C@H:10]([CH2:27][N:28]([CH:38]2[CH2:40][CH2:39]2)[C:29](=[O:37])[CH2:30][C:31]2[CH:36]=[CH:35][CH:34]=[CH:33][CH:32]=2)[CH2:9]1)=[O:7])([CH3:4])([CH3:3])[CH3:2].O.O.O.[F-].C([N+](CCCC)(CCCC)CCCC)CCC>CC#N>[C:1]([O:5][C:6]([N:8]1[CH2:12][C@@H:11]([CH2:13][NH:14][CH:24]([CH3:25])[CH3:26])[C@H:10]([CH2:27][N:28]([CH:38]2[CH2:39][CH2:40]2)[C:29](=[O:37])[CH2:30][C:31]2[CH:32]=[CH:33][CH:34]=[CH:35][CH:36]=2)[CH2:9]1)=[O:7])([CH3:3])([CH3:4])[CH3:2] |f:1.2.3.4.5|. Reported procedure: To a solution of (3R,4S)-3-[(cyclopropyl-phenylacetyl-amino)-methyl]-4-{[isopropyl-(2-trimethylsilanyl-ethoxycarbonyl)-amino]-methyl}-pyrrolidine-1-carboxylic acid tert-butyl ester (2.55 g, 4.44 mmol) in CH3CN (30 mL) is added tetrabutylammonium fluoride trihydrate (4.34 g, 13.33 mmol) under a nitrogen atmosphere. The reaction mixture is stirred overnight at reflux. The solvent is removed under vacuum and Water and CH2Cl2 are added, the layers are separated and the aqueous one extracted twice wi... Reactants: 7.1, [H-].[Na+] (NaH), FC1=C(C=CC=C1)[N+](=O)[O-] (1-fluoro-2-nitrobenzene), ice water, C(#N)CC(=O)N (cyanoacetamide), Cl (HCl). Run in CN(C)C=O (DMF). Conditions: time 30 minute. The product is C(#N)C(C(=O)N)C1=C(C=CC=C1)[N+](=O)[O-] (2-cyano-2-(2-nitrophenyl)acetamide). RXN SMILES: [H-].[Na+].[C:3]([CH2:5][C:6]([NH2:8])=[O:7])#[N:4].F[C:10]1[CH:15]=[CH:14][CH:13]=[CH:12][C:11]=1[N+:16]([O-:18])=[O:17].Cl>CN(C=O)C>[C:3]([CH:5]([C:10]1[CH:15]=[CH:14][CH:13]=[CH:12][C:11]=1[N+:16]([O-:18])=[O:17])[C:6]([NH2:8])=[O:7])#[N:4] |f:0.1|. Reported procedure: 7.1 448 g of NaH are introduced into 9 l of DMF, then 967 g of cyanoacetamide are added in portions over the course of 1 hour at 2-8° with strong ice cooling and under a nitrogen atmosphere. The mixture is stirred for a further 30 minutes, 600 ml of 1-fluoro-2-nitrobenzene are added, and the mixture is stirred for a further 2 hours. The mixture is poured into 50 l of ice-water, acidified using 3 l of conc. HCl and subjected to further conventional work-up, giving 956 g of 2-cyano-2-(2-nitropheny... The reactants are C[O-].[Na+] (sodium methoxide), BrC=1C(=C(C(=O)O)C=CN1)I (2-bromo-3-iodoisonicotinic acid), Cl (hydrochloric acid). Run in CO (methanol). Conditions: temperature 80 celsius, time 2 hour. The product is IC1=C(C(=O)O)C=CN=C1OC (3-iodo-2-methoxyisonicotinic acid). Reaction SMILES: [CH3:1][O-:2].[Na+].Br[C:5]1[C:6]([I:14])=[C:7]([CH:11]=[CH:12][N:13]=1)[C:8]([OH:10])=[O:9].Cl>CO>[I:14][C:6]1[C:5]([O:2][CH3:1])=[N:13][CH:12]=[CH:11][C:7]=1[C:8]([OH:10])=[O:9] |f:0.1|. Procedure: To a 28% methanol solution (5 g) of sodium methoxide was added 2-bromo-3-iodoisonicotinic acid (880 mg), and the mixture was stirred at 80° C. for 2 hr. To the reaction mixture was added 1N hydrochloric acid under ice-cooling, and the mixture was extracted with ethyl acetate. The organic layer was washed with saturated brine, dried over anhydrous sodium sulfate, and concentrated under reduced pressure to give the title compound (780 mg).